This data is from the Open Reaction Database (ORD), a public repository of structured organic reaction records. The task is: describe an organic reaction: reactants, conditions, products, and yield The reactants are S1C=CC=2C1=CC=CC2O (1-benzothiophen-4-ol), Cl (HCl), O=CC(=O)O (2-oxoacetic acid), [OH-].[K+] (potassium hydroxide), O=CC(=O)O (2-oxoacetic acid), C(CCC)N(CCCC)CCCC (tributylamine). The solvent is COC(C)(C)C (tert-butyl methyl ether), COC(C)(C)C (tert-butyl methyl ether), O (water). Reaction conditions: time 3 hour. RXN SMILES: [S:1]1[C:5]2=[CH:6][CH:7]=[CH:8][C:9]([OH:10])=[C:4]2[CH:3]=[CH:2]1.[OH-].[K+].[O:13]=[CH:14][C:15]([OH:17])=[O:16].Cl.C(N(CCCC)CCCC)CCC>O.COC(C)(C)C>[OH:13][CH:14]([C:6]1[C:5]2[S:1][CH:2]=[CH:3][C:4]=2[C:9]([OH:10])=[CH:8][CH:7]=1)[C:15]([OH:17])=[O:16] |f:1.2|. Isolated yield 111.5%. Reported procedure: Into a 100-mL 3-necked round-bottom flask purged and maintained with an inert atmosphere of nitrogen, was placed 1-benzothiophen-4-ol (1.0 g, 6.32 mmol, 1.00 equiv, 95%), potassium hydroxide (821 mg, 1.46 mmol, 2.20 equiv, 10%). This was followed by the addition of 2-oxoacetic acid (592 mg, 4.00 mmol, 1.20 equiv) at 0-5° C. with 30 min. If necessary, more 2-oxoacetic acid is added such that the pH of the solution at the end of the addition was 11.5. After stirring for 3 h at 0-5 degree C. 20 mL ... The product is OC(C(=O)O)C1=CC=C(C=2C=CSC21)O (2-hydroxy-2-(4-hydroxy-1-benzothiophen-7-yl)acetic acid).